Dataset: the Open Reaction Database (ORD), a public repository of structured organic reaction records. Task: describe an organic reaction: reactants, conditions, products, and yield Reactants: COC(=O)C=1SC(=CC1NC(=O)OC(C)(C)C)C#CC(C)(C)C (3-tert-butoxycarbonylamino-5-(3,3-dimethyl-but-1-ynyl)-thiophene-2-carboxylic acid methyl ester), K-OtBu, [N+](=O)([O-])C1=CC=C(C(=O)ON)C=C1 (O-4-nitrobenzoylhydroxylamine). Solvent: CN1CCCC1=O (NMP), CN1CCCC1=O (NMP). Conditions: time 16 hour. Yields the product COC(=O)C=1SC(=CC1N(N)C(=O)OC(C)(C)C)C#CC(C)(C)C (3-(N-tert-butoxycarbonyl-hydrazino)-5-(3,3-dimethyl-but-1-ynyl)-thiophene-2-carboxylic acid methyl ester). Isolated yield 57.8%. RXN SMILES: [CH3:1][O:2][C:3]([C:5]1[S:6][C:7]([C:18]#[C:19][C:20]([CH3:23])([CH3:22])[CH3:21])=[CH:8][C:9]=1[NH:10][C:11]([O:13][C:14]([CH3:17])([CH3:16])[CH3:15])=[O:12])=[O:4].[N+:24](C1C=CC(C(ON)=O)=CC=1)([O-])=O>CN1C(=O)CCC1>[CH3:1][O:2][C:3]([C:5]1[S:6][C:7]([C:18]#[C:19][C:20]([CH3:23])([CH3:22])[CH3:21])=[CH:8][C:9]=1[N:10]([C:11]([O:13][C:14]([CH3:15])([CH3:16])[CH3:17])=[O:12])[NH2:24])=[O:4]. Procedure details: To a solution of 3-tert-butoxycarbonylamino-5-(3,3-dimethyl-but-1-ynyl)-thiophene-2-carboxylic acid methyl ester (4.3 g, 12.8 mmol) in NMP (64 mL) was added K-OtBu (1.6 g, 14.1 mmol). After 10 min a solution of O-4-nitrobenzoylhydroxylamine (3.0 g, 16.6 mmol) in NMP (16 mL) was added dropwise and the reaction was allowed to stir for 16 h. The reaction was quenched with LiCl solution (5% in water, 50 mL) and diluted with EtOAc (50 mL). The crude product was washed 3×50 mL with 5% LiCl solution, d... Reactants: II (iodine), C1(=CC=CC=C1)P(C1=CC=CC=C1)C1=CC=CC=C1 (triphenylphosphine), N1C=NC=C1 (imidazole), ClC=1C(=NC=C(C1)C(F)(F)F)C1(CC1)CO ([1-[3-chloro-5-(trifluoromethyl)-2-pyridyl]cyclopropyl]methanol). The solvent is ClCCl (dichloromethane), ClCCl (dichloromethane). Reaction conditions: time 8 hour. Product: ClC=1C(=NC=C(C1)C(F)(F)F)C1(CC1)CI (3-chloro-2-[1-(iodomethyl)cyclopropyl]-5-(trifluoromethyl)pyridine). Isolated yield 84.9%. Reaction SMILES: [Cl:1][C:2]1[C:3]([C:12]2([CH2:15]O)[CH2:14][CH2:13]2)=[N:4][CH:5]=[C:6]([C:8]([F:11])([F:10])[F:9])[CH:7]=1.C1(P(C2C=CC=CC=2)C2C=CC=CC=2)C=CC=CC=1.N1C=CN=C1.[I:41]I>ClCCl>[Cl:1][C:2]1[C:3]([C:12]2([CH2:15][I:41])[CH2:14][CH2:13]2)=[N:4][CH:5]=[C:6]([C:8]([F:11])([F:10])[F:9])[CH:7]=1. Procedure: 500 mg of [1-[3-chloro-5-(trifluoromethyl)-2-pyridyl]cyclopropyl]methanol (step 2) was dissolved in 20 ml dichloromethane and the solution was cooled in an ice bath. Then 560 mg triphenylphosphine and 150 mg imidazole were added. When a clear solution had formed, 550 mg iodine was added in portions. The reaction was stirred at ambient temperature overnight. The mixture was diluted with dichloromethane, washed with a saturated solution of sodium thiosulfate and the organic phase was concentrated.... Product: COC(=O)C=1C(=CC=CC1)C1=C(C=CC=C1)CC(=O)OC(C)(C)C (2′-tert-Butoxycarbonylmethyl-biphenyl-2-carboxylic acid methyl ester). Reactants: C(C)(C)(C)OC(CC1=C(C=CC=C1)Br)=O ((2-bromo-phenyl)-acetic acid tert-butyl ester), B1(OC(C(O1)(C)C)(C)C)B2OC(C(O2)(C)C)(C)C (bis(pinacolato)diboron), C(C)(=O)[O-].[K+] (potassium acetate), BrC1=C(C(=O)OC)C=CC=C1 (methyl 2-bromo-benzoate), C(=O)([O-])[O-].[Na+].[Na+] (Na2CO3). Reported procedure: To a solution of (2-bromo-phenyl)-acetic acid tert-butyl ester (678 mg, 2.5 mmol), bis(pinacolato)diboron (698 mg, 2.75 mmol), potassium acetate (736 mg, 7.5 mmol) and DMF (15 mL) was added PdCl2(dppf) (61 mg, 0.75 mmol). After evacuating and refilling with nitrogen three times, the reaction was heated to 80° C. for 2 h. After cooling to room temperature, methyl 2-bromo-benzoate (1.08 g, 5.0 mmol), 2M Na2CO3 aqueous (6.25 mL) and PdCl2(dppf) (61 mg, 0.75 mmol) was added to the reaction.). After ... The reagents and catalysts are C1=CC=C(C=C1)P([C-]2C=CC=C2)C3=CC=CC=C3.C1=CC=C(C=C1)P([C-]2C=CC=C2)C3=CC=CC=C3.Cl[Pd]Cl.[Fe+2] (PdCl2(dppf)), C1=CC=C(C=C1)P([C-]2C=CC=C2)C3=CC=CC=C3.C1=CC=C(C=C1)P([C-]2C=CC=C2)C3=CC=CC=C3.Cl[Pd]Cl.[Fe+2] (PdCl2(dppf)). Conditions: temperature 80 celsius. Isolated yield 22.0%. RXN SMILES: [C:1]([O:5][C:6](=[O:15])[CH2:7][C:8]1[CH:13]=[CH:12][CH:11]=[CH:10][C:9]=1Br)([CH3:4])([CH3:3])[CH3:2].B1(B2OC(C)(C)C(C)(C)O2)OC(C)(C)C(C)(C)O1.C([O-])(=O)C.[K+].Br[C:40]1[CH:49]=[CH:48][CH:47]=[CH:46][C:41]=1[C:42]([O:44][CH3:45])=[O:43].C([O-])([O-])=O.[Na+].[Na+]>C1C=CC(P(C2C=CC=CC=2)[C-]2C=CC=C2)=CC=1.C1C=CC(P(C2C=CC=CC=2)[C-]2C=CC=C2)=CC=1.Cl[Pd]Cl.[Fe+2].CN(C=O)C>[CH3:45][O:44][C:42]([C:41]1[C:40]([C:9]2[CH:10]=[CH:11][CH:12]=[CH:13][C:8]=2[CH2:7][C:6]([O:5][C:1]([CH3:4])([CH3:3])[CH3:2])=[O:15])=[CH:49][CH:48]=[CH:47][CH:46]=1)=[O:43] |f:2.3,5.6.7,8.9.10.11|. Solvent: CN(C)C=O (DMF). The reactants are Cl.[Cl-].[Na+].O (HCl brine), COC1=CC=C(CNC2=CC=CC(=N2)CCCCC(C=CC2=NC=NC=C2)O)C=C1 (7-[6-(4-Methoxy-benzylamino)-pyridin-2-yl]-1-pyrimidin-4-yl-hept-1-en-3-ol), solution, C(CC)(=O)O (propionic acid), C(OCC)(OCC)(OCC)C ((EtO)3CMe), C(OCC)(OCC)(OCC)C ((EtO)3CMe). The product is C(C)OC(CC(C=CCCCCC1=NC(=CC=C1)NCC1=CC=C(C=C1)OC)C=1C=NC=NC1)=O ((+)9-[6-(4-Methoxy-benzylamino)-pyridin-2-yl]-3-pyrimidin-5-yl-non-4-enoic acid ethyl ester). Reaction SMILES: [CH3:1][O:2][C:3]1[CH:30]=[CH:29][C:6]([CH2:7][NH:8][C:9]2[N:14]=[C:13]([CH2:15][CH2:16][CH2:17][CH2:18][CH:19](O)[CH:20]=[CH:21][C:22]3[CH:27]=CN=CN=3)[CH:12]=[CH:11][CH:10]=2)=[CH:5][CH:4]=1.C(O)(=O)CC.Cl.[Cl-].[Na+].O.[C:40]([CH3:50])(OCC)([O:44]CC)[O:41][CH2:42][CH3:43]>>[CH2:42]([O:41][C:40](=[O:44])[CH2:50][CH:21]([C:22]1[CH:27]=[N:14][CH:9]=[N:8][CH:7]=1)[CH:20]=[CH:19][CH2:18][CH2:17][CH2:16][CH2:15][C:13]1[CH:12]=[CH:11][CH:10]=[C:9]([NH:8][CH2:7][C:6]2[CH:5]=[CH:4][C:3]([O:2][CH3:1])=[CH:30][CH:29]=2)[N:14]=1)[CH3:43] |f:2.3.4.5|. Reported procedure: A solution of the allylic alcohol 6-9 (1.6 g, 3.37 mmol) in (EtO)3CMe (10 mL) was treated with 100 uL of a 1 mL solution of (EtO)3CMe containing 10 uL of propionic acid. The yellow solution was heated at 150° for 90 minutes. The solution was cooled to room temperature and poured into 1N HCl/brine. The mixture was extracted with CHCl3, dried, concentrated, and purified on silica gel (5% MeOH/CHCl3) to give 2.01 g of 6-10.